This data is from the Open Reaction Database (ORD), a public repository of structured organic reaction records. The task is: describe an organic reaction: reactants, conditions, products, and yield The reactants are ClC1=CC=[N+](C=C1)[O-] (4-Chloropyridine-N-oxide), FC1=CC(=C(C=C1)B(O)O)OC (4-fluoro-2-methoxyphenylboronic acid). Yields the product FC1=CC(=C(C=C1)C1=CC=[N+](C=C1)[O-])OC (4-(4-Fluoro-2-methoxyphenyl)pyridine 1-oxide). The yield is 87.4%. As a reaction SMILES: Cl[C:2]1[CH:7]=[CH:6][N+:5]([O-:8])=[CH:4][CH:3]=1.[F:9][C:10]1[CH:15]=[CH:14][C:13](B(O)O)=[C:12]([O:19][CH3:20])[CH:11]=1>>[F:9][C:10]1[CH:15]=[CH:14][C:13]([C:2]2[CH:7]=[CH:6][N+:5]([O-:8])=[CH:4][CH:3]=2)=[C:12]([O:19][CH3:20])[CH:11]=1. Procedure details: 4-Chloropyridine-N-oxide (305 mg, 2.35 mmol), 4-fluoro-2-methoxyphenylboronic acid (1.0 g, 8.8 mmol) were reacted according to the procedure of Example 39 (step a) to provide the title compound (450 mg, 87%) as a purple solid: 1H NMR (300 MHz, CDCl3) δ 8.21 (d, J=7.2 Hz, 2H), 7.45 (d, J=7.2 Hz, 2H), 7.31 (d, J=6.5 Hz, 1H), 6.80-6.71 (m, 2H), 3.85 (s, 3H). The reactants are COC([C@H]1N(CCC1)C(CC(Br)C(C1=CC=C(C=C1)Br)=O)=O)=O (1-[3-(4-Bromobenzoyl)-3-bromopropionyl]-L-proline methyl ester), C(C)#N (acetonitrile), C(C)(=S)[O-].[K+] (potassium thioacetate). Run in CCOCC (ether). Conditions: time 2 hour. Product: COC([C@H]1N(CCC1)C(CC(C(C1=CC=C(C=C1)Br)=O)SC(C)=O)=O)=O (1-[3-Acetylthio-3-(4-bromobenzoyl)propionyl]-L-proline methyl ester). As a reaction SMILES: [CH3:1][O:2][C:3](=[O:23])[C@@H:4]1[CH2:8][CH2:7][CH2:6][N:5]1[C:9](=[O:22])[CH2:10][CH:11]([C:13](=[O:21])[C:14]1[CH:19]=[CH:18][C:17]([Br:20])=[CH:16][CH:15]=1)Br.C(#N)C.[C:27]([O-:30])(=[S:29])[CH3:28].[K+]>CCOCC>[CH3:1][O:2][C:3](=[O:23])[C@@H:4]1[CH2:8][CH2:7][CH2:6][N:5]1[C:9](=[O:22])[CH2:10][CH:11]([S:29][C:27](=[O:30])[CH3:28])[C:13](=[O:21])[C:14]1[CH:19]=[CH:18][C:17]([Br:20])=[CH:16][CH:15]=1 |f:2.3|. Procedure details: To a solution of 5.28 g. of 1-[3-(4-bromobenzoyl)-3-bromopropionyl)-L-proline methyl ester (Example 30) in 35 ml. of acetonitrile is added 1.48 g. of potassium thioacetate. The mixture is stirred at room temperature for 2 hours, filtered and the filtrate is evaporated to dryness in vacuo leaving an amber gum. This is dissolved in ether and chromatographed on a 1"×16" silica gel column, eluting with ether and taking 100 ml. cuts. Cut number 3 gives the desired product (1.64 g.) as a glass. The reactants are COc1cc(COC2CN(C(=O)OC(C)(C)C)CC(OCC3CO3)C2c2ccc(OCCCOc3ccccc3[N+](=O)[O-])cc2)cc2ccccc12, CN(C)C=O, [H-], [Na+], c1c[nH]cn1. The product is COc1cc(COC2CN(C(=O)OC(C)(C)C)CC(OCC(O)Cn3ccnc3)C2c2ccc(OCCCOc3ccccc3[N+](=O)[O-])cc2)cc2ccccc12. Reaction SMILES: [C:1]([CH3:2])([CH3:3])([CH3:4])[O:5][C:6](=[O:7])[N:8]1[CH2:9][CH:10]([O:39][CH2:40][c:41]2[cH:42][c:43]3[cH:44][cH:45][cH:46][cH:47][c:48]3[c:49]([O:51][CH3:52])[cH:50]2)[CH:11]([c:19]2[cH:20][cH:21][c:22]([O:25][CH2:26][CH2:27][CH2:28][O:29][c:30]3[c:31]([N+:36](=[O:37])[O-:38])[cH:32][cH:33][cH:34][cH:35]3)[cH:23][cH:24]2)[CH:12]([O:14][CH2:15][CH:16]2[O:17][CH2:18]2)[CH2:13]1.[CH3:60][N:61]([CH3:62])[CH:63]=[O:64].[H-:58].[Na+:59].[nH:53]1[cH:54][n:55][cH:56][cH:57]1>>[C:1]([CH3:2])([CH3:3])([CH3:4])[O:5][C:6](=[O:7])[N:8]1[CH2:9][CH:10]([O:39][CH2:40][c:41]2[cH:42][c:43]3[cH:44][cH:45][cH:46][cH:47][c:48]3[c:49]([O:51][CH3:52])[cH:50]2)[CH:11]([c:19]2[cH:20][cH:21][c:22]([O:25][CH2:26][CH2:27][CH2:28][O:29][c:30]3[c:31]([N+:36](=[O:37])[O-:38])[cH:32][cH:33][cH:34][cH:35]3)[cH:23][cH:24]2)[CH:12]([O:14][CH2:15][CH:16]([OH:17])[CH2:18][n:53]2[cH:54][n:55][cH:56][cH:57]2)[CH2:13]1. Reactants: Cc1oc(-c2ccccc2)nc1CCOc1ccc(CCC(=O)OC(C)(C)C)c(CNC(=O)C(F)(F)F)c1, [H-], CI, [Na+], CN(C)C=O. Product: Cc1oc(-c2ccccc2)nc1CCOc1ccc(CCC(=O)OC(C)(C)C)c(CN(C)C(=O)C(F)(F)F)c1. Reaction SMILES: [C:1]([CH3:2])([CH3:3])([CH3:4])[O:5][C:6]([CH2:7][CH2:8][c:9]1[c:10]([CH2:30][NH:31][C:32]([C:33]([F:34])([F:35])[F:36])=[O:37])[cH:11][c:12]([O:15][CH2:16][CH2:17][c:18]2[n:19][c:20](-[c:24]3[cH:25][cH:26][cH:27][cH:28][cH:29]3)[o:21][c:22]2[CH3:23])[cH:13][cH:14]1)=[O:38].[H-:40].[I:41][CH3:42].[Na+:39].[O:43]=[CH:44][N:45]([CH3:46])[CH3:47]>>[C:1]([CH3:2])([CH3:3])([CH3:4])[O:5][C:6]([CH2:7][CH2:8][c:9]1[c:10]([CH2:30][N:31]([C:32]([C:33]([F:34])([F:35])[F:36])=[O:37])[CH3:42])[cH:11][c:12]([O:15][CH2:16][CH2:17][c:18]2[n:19][c:20](-[c:24]3[cH:25][cH:26][cH:27][cH:28][cH:29]3)[o:21][c:22]2[CH3:23])[cH:13][cH:14]1)=[O:38]. Starting materials: CC(C(=O)O)c1cccc(Br)c1, C1CCOC1, C1CCOC1, CI, CCCCCCC, CC(C)[N-]C(C)C, CCc1ccccc1, [Li+]. The product is CC(C)(C(=O)O)c1cccc(Br)c1. Reaction SMILES: [Br:9][c:10]1[cH:11][c:12]([CH:16]([C:17](=[O:18])[OH:19])[CH3:20])[cH:13][cH:14][cH:15]1.[CH2:23]1[O:24][CH2:25][CH2:26][CH2:27]1.[CH2:43]1[O:44][CH2:45][CH2:46][CH2:47]1.[CH3:21][I:22].[CH3:28][CH2:29][CH2:30][CH2:31][CH2:32][CH2:33][CH3:34].[CH3:2][CH:3]([N-:4][CH:5]([CH3:6])[CH3:7])[CH3:8].[CH3:35][CH2:36][c:37]1[cH:38][cH:39][cH:40][cH:41][cH:42]1.[Li+:1]>>[CH3:2][C:16]([c:12]1[cH:11][c:10]([Br:9])[cH:15][cH:14][cH:13]1)([C:17](=[O:18])[OH:19])[CH3:20].